This data is from the Open Reaction Database (ORD), a public repository of structured organic reaction records. The task is: describe an organic reaction: reactants, conditions, products, and yield The reactants are C=CCC(CCOC)(C(=O)OCC)C(=O)OCC, CS(C)=O, [Cl-], [Li+], CN(C)C=O, O. Yields the product C=CCC(CCOC)C(=O)OCC. Reaction SMILES: [CH3:1][O:2][CH2:3][CH2:4][C:5]([C:6](=[O:7])[O:8][CH2:9][CH3:10])([C:11]([O:12][CH2:13][CH3:14])=[O:15])[CH2:16][CH:17]=[CH2:18].[CH3:27][S:28]([CH3:29])=[O:30].[Cl-:20].[Li+:19].[O:21]=[CH:22][N:23]([CH3:24])[CH3:25].[OH2:26]>>[CH3:1][O:2][CH2:3][CH2:4][CH:5]([C:6](=[O:7])[O:8][CH2:9][CH3:10])[CH2:16][CH:17]=[CH2:18]. Reactants: ClS(=O)(=O)O (chlorosulfonic acid), [N+](=O)([O-])C1=C(O/C(/C(=O)O)=C\C(=O)O)C=CC=C1 (2-(2-nitrophenoxy)fumaric acid), [N+](=O)([O-])C1=C(O/C(/C(=O)O)=C/C(=O)O)C=CC=C1 (2-(2-nitrophenoxy)maleic acid). Reaction conditions: temperature 60 celsius, time 6 hour. Yields the product [N+](=O)([O-])C1=CC=CC=2C(C=C(OC21)C(=O)O)=O (8-nitro-2-carboxy-4-oxo-4H-1-benzopyran). The yield is 70.0%. As a reaction SMILES: ClS(O)(=O)=O.[N+:6]([C:9]1[CH:23]=[CH:22][CH:21]=[CH:20][C:10]=1[O:11]/[C:12](=[CH:16]\[C:17]([OH:19])=O)/[C:13]([OH:15])=[O:14])([O-:8])=[O:7].[N+](C1C=CC=CC=1O/C(=C/C(O)=O)/C(O)=O)([O-])=O>>[N+:6]([C:9]1[C:10]2[O:11][C:12]([C:13]([OH:15])=[O:14])=[CH:16][C:17](=[O:19])[C:20]=2[CH:21]=[CH:22][CH:23]=1)([O-:8])=[O:7]. Procedure details: After a reaction container equipped with a stirrer, a cooling tube and a thermometer was charged with 25 parts by weight of chlorosulfonic acid, 5 parts by weight of a mixture (content: 65.7% by weight) containing 2-(2-nitrophenoxy)fumaric acid and 2-(2-nitrophenoxy)maleic acid was added. After that, the inner temperature was raised to 60° C. and the mixture was stirred and kept at the same temperature for 6 hours to obtain a reaction solution containing 8-nitro-2-carboxy-4-oxo-4H-1-benzopyran (...